From a dataset of the Open Reaction Database (ORD), a public repository of structured organic reaction records. describe an organic reaction: reactants, conditions, products, and yield The reactants are ClC=1C2=C(N=C(N1)SC)CCN(C2)C(=O)OC(C)(C)C (tert-butyl 4-chloro-2-methylthio-5,6,7,8-tetrahydropyridino[4,3-d]pyrimidine-6-carboxylate), ClC1=C(C=CC(=C1)Cl)O (2,4-dichlorophenol), C[Si](C)(C)[N-][Si](C)(C)C.[Na+] (sodium bis(trimethylsilyl)amide). Solvent: O1CCCC1 (tetrahydrofuran). Yields the product ClC1=C(OC=2C3=C(N=C(N2)SC)CCN(C3)C(=O)OC(C)(C)C)C=CC(=C1)Cl (tert-butyl 4-(2,4-dichlorophenoxy)-2-methylthio-5,6,7,8-tetrahydropyridino[4,3-d]pyrimidine-6-carboxylate). Isolated yield 37.1%. As a reaction SMILES: Cl[C:2]1[C:3]2[CH2:13][N:12]([C:14]([O:16][C:17]([CH3:20])([CH3:19])[CH3:18])=[O:15])[CH2:11][CH2:10][C:4]=2[N:5]=[C:6]([S:8][CH3:9])[N:7]=1.[Cl:21][C:22]1[CH:27]=[C:26]([Cl:28])[CH:25]=[CH:24][C:23]=1[OH:29].C[Si]([N-][Si](C)(C)C)(C)C.[Na+]>O1CCCC1>[Cl:21][C:22]1[CH:27]=[C:26]([Cl:28])[CH:25]=[CH:24][C:23]=1[O:29][C:2]1[C:3]2[CH2:13][N:12]([C:14]([O:16][C:17]([CH3:20])([CH3:19])[CH3:18])=[O:15])[CH2:11][CH2:10][C:4]=2[N:5]=[C:6]([S:8][CH3:9])[N:7]=1 |f:2.3|. Reported procedure: A mixture of tert-butyl 4-chloro-2-methylthio-5,6,7,8-tetrahydropyridino[4,3-d]pyrimidine-6-carboxylate (100 mg, 0.317 mmol), 2,4-dichlorophenol (57 mg, 0.348 mmol) and sodium bis(trimethylsilyl)amide (1.0 M solution in THF, 412 μl, 0.412 mmol) in tetrahydrofuran (2 ml) was heated at reflux over night. The mixture was partitioned between ethyl acetate and water. Organic layer was separated and washed with brine, dried (MgSO4) and filtered. Concentration of filtrate afforded crude product (180 mg...